Dataset: the Open Reaction Database (ORD), a public repository of structured organic reaction records. Task: describe an organic reaction: reactants, conditions, products, and yield Starting materials: CN(C)C=O, CCN1c2ncc(CCl)cc2C(=O)N(C)c2ccc(Cl)nc21, [H-], [Na+], Sc1ccccc1. Product: CCN1c2ncc(CSc3ccccc3)cc2C(=O)N(C)c2ccc(Cl)nc21. RXN SMILES: [CH3:32][N:33]([CH3:34])[CH:35]=[O:36].[Cl:10][c:11]1[cH:12][cH:13][c:14]2[c:20]([n:21]1)[N:19]([CH2:22][CH3:23])[c:18]1[c:17]([cH:27][c:26]([CH2:28][Cl:29])[cH:25][n:24]1)[C:16](=[O:30])[N:15]2[CH3:31].[H-:8].[Na+:9].[SH:1][c:2]1[cH:3][cH:4][cH:5][cH:6][cH:7]1>>[S:1]([c:2]1[cH:3][cH:4][cH:5][cH:6][cH:7]1)[CH2:28][c:26]1[cH:25][n:24][c:18]2[c:17]([cH:27]1)[C:16](=[O:30])[N:15]([CH3:31])[c:14]1[cH:13][cH:12][c:11]([Cl:10])[n:21][c:20]1[N:19]2[CH2:22][CH3:23].